From a dataset of the Open Reaction Database (ORD), a public repository of structured organic reaction records. describe an organic reaction: reactants, conditions, products, and yield Reactants: CNC, CO, CCO, Cl, [K+], [OH-], O=C(CCl)NCCC(Nc1ccccc1)c1ccccc1. Yields the product CN(C)CC(=O)NCCC(Nc1ccccc1)c1ccccc1. Reaction SMILES: [CH3:23][NH:24][CH3:25].[CH3:28][OH:29].[CH3:30][CH2:31][OH:32].[ClH:22].[K+:27].[OH-:26].[c:1]1([CH:7]([CH2:8][CH2:9][NH:10][C:11]([CH2:12][Cl:13])=[O:14])[NH:15][c:16]2[cH:17][cH:18][cH:19][cH:20][cH:21]2)[cH:2][cH:3][cH:4][cH:5][cH:6]1>>[c:1]1([CH:7]([CH2:8][CH2:9][NH:10][C:11]([CH2:12][N:24]([CH3:23])[CH3:25])=[O:14])[NH:15][c:16]2[cH:17][cH:18][cH:19][cH:20][cH:21]2)[cH:2][cH:3][cH:4][cH:5][cH:6]1. Reactants: CC(=O)OC(C)=O, O=C(CCCN1CCC2(CC(O)c3ccccc32)C1)c1ccc(F)cc1, c1ccncc1. The product is CC(=O)OC1CC2(CCN(CCCC(=O)c3ccc(F)cc3)C2)c2ccccc21. As a reaction SMILES: [CH3:27][C:28](=[O:29])[O:30][C:31](=[O:32])[CH3:33].[F:1][c:2]1[cH:3][cH:4][c:5]([C:8]([CH2:9][CH2:10][CH2:11][N:12]2[CH2:13][C:14]3([CH2:15][CH:16]([OH:23])[c:17]4[cH:18][cH:19][cH:20][cH:21][c:22]43)[CH2:24][CH2:25]2)=[O:26])[cH:6][cH:7]1.[cH:34]1[cH:35][cH:36][n:37][cH:38][cH:39]1>>[F:1][c:2]1[cH:3][cH:4][c:5]([C:8]([CH2:9][CH2:10][CH2:11][N:12]2[CH2:13][C:14]3([CH2:15][CH:16]([O:23][C:28]([CH3:27])=[O:29])[c:17]4[cH:18][cH:19][cH:20][cH:21][c:22]43)[CH2:24][CH2:25]2)=[O:26])[cH:6][cH:7]1. The reactants are NC=1C=2N(C=CC1)C(=C(N2)C)C=O (8-amino-2-methylimidazo[1,2-a]pyridine-3-carboxaldehyde), C([O-])([O-])=O.[Na+].[Na+] (sodium carbonate), [I-].[Na+] (sodium iodide), ClCC1=C(C=CC=C1C)NC(OCCOC)=O (2-methoxyethyl 2-chloromethyl-3-methylphenylcarbamate). The solvent is CC(=O)C (acetone). Run at time 24 hour. Product: COCCOC(=O)NC1=C(CNC=2C=3N(C=CC2)C(=C(N3)C)C=O)C(=CC=C1)C (8-{2-[(2-Methoxyethoxy)carbonylamino]-6-methylbenzylamino}-2-methylimidazo[1,2-a]pyridine-3-carboxaldehyde). The yield is 73.2%. Reaction SMILES: [NH2:1][C:2]1[C:3]2[N:4]([C:8]([CH:12]=[O:13])=[C:9]([CH3:11])[N:10]=2)[CH:5]=[CH:6][CH:7]=1.C(=O)([O-])[O-].[Na+].[Na+].[I-].[Na+].Cl[CH2:23][C:24]1[C:29]([CH3:30])=[CH:28][CH:27]=[CH:26][C:25]=1[NH:31][C:32](=[O:38])[O:33][CH2:34][CH2:35][O:36][CH3:37]>CC(C)=O>[CH3:37][O:36][CH2:35][CH2:34][O:33][C:32]([NH:31][C:25]1[CH:26]=[CH:27][CH:28]=[C:29]([CH3:30])[C:24]=1[CH2:23][NH:1][C:2]1[C:3]2[N:4]([C:8]([CH:12]=[O:13])=[C:9]([CH3:11])[N:10]=2)[CH:5]=[CH:6][CH:7]=1)=[O:38] |f:1.2.3,4.5|. Procedure: A mixture of 2.0 g (11.41 mmol) of 8-amino-2-methylimidazo[1,2-a]pyridine-3-carboxaldehyde, 1.21 g (11.41 mmol) of anhydrous sodium carbonate, 0.17 g (1.14 mmol) of sodium iodide and 3.5 g (13.6 mmol) of 2-methoxyethyl 2-chloromethyl-3-methylphenylcarbamate in 30 ml of acetone is stirred at RT for 24 h and concentrated in a Rotavapor. The residue is treated with 100 ml of water and extracted with ethyl acetate, and the organic phase is dried with magnesium sulphate and concentrated in vacuo. The... The reactants are C1(=CC=CC=C1)COC=1C=C(C=O)C=C(C1)OCC1=CC=CC=C1 (3,5-Bis(phenylmethoxy)benzaldehyde), C([O-])(O)=O.[Na+] (sodium bicarbonate), [Br-].COC(C)(OCCC[P+](C1=CC=CC=C1)(C1=CC=CC=C1)C1=CC=CC=C1)C ([3-(1-methoxy-1-methylethoxy)propyl](triphenylphosphonium)bromide), C(CCC)[Li] (butyl lithium). The solvent is C1CCOC1 (THF), C1CCOC1 (THF), C1CCOC1 (THF), O (water), Cl (hydrochloric acid). Run at temperature 0 celsius, time 10 minute. Yields the product C1(=CC=CC=C1)COC=1C=C(C=C(C1)OCC1=CC=CC=C1)C=CCCO (4-[[3,5-Bis(phenylmethoxy)]phenyl]-3-buten-1-ol). Yield: 58.4%. RXN SMILES: [Br-].COC(C)([O:6][CH2:7][CH2:8][CH2:9][P+](C1C=CC=CC=1)(C1C=CC=CC=1)C1C=CC=CC=1)C.C([Li])CCC.[C:35]1([CH2:41][O:42][C:43]2[CH:44]=[C:45]([CH:48]=[C:49]([O:51][CH2:52][C:53]3[CH:58]=[CH:57][CH:56]=[CH:55][CH:54]=3)[CH:50]=2)[CH:46]=O)[CH:40]=[CH:39][CH:38]=[CH:37][CH:36]=1.C(=O)(O)[O-].[Na+]>C1COCC1.O.Cl>[C:53]1([CH2:52][O:51][C:49]2[CH:48]=[C:45]([CH:46]=[CH:9][CH2:8][CH2:7][OH:6])[CH:44]=[C:43]([O:42][CH2:41][C:35]3[CH:40]=[CH:39][CH:38]=[CH:37][CH:36]=3)[CH:50]=2)[CH:58]=[CH:57][CH:56]=[CH:55][CH:54]=1 |f:0.1,4.5|. Procedure: A stirred suspension of [3-(1-methoxy-1-methylethoxy)propyl](triphenylphosphonium)bromide (4 g) in dry THF (25 ml) at 0° C. was heated with butyl lithium (5.28 ml) and the mixture stirred at 0° C. for 10 min. 3,5-Bis(phenylmethoxy)benzaldehyde (2.24 g) in dry THF (15 ml) was added and the mixture stirred for a further 45 min at room temperature under nitrogen, diluted with ER (100 ml) and filtered through silica (20 g) twice. The filtrate was evaporated in vacuo to give a yellow oil which was di... The reactants are O (H2O), ClS(=O)(=O)C1=CC=C(C=C1)CCC(C(C(C)=O)=[N+]=[N-])=O (6-(4-Chlorosulfonylphenyl)-3-diazo-2,4-hexanedione), ClS(=O)(=O)C1=CC=C(C=C1)CCC(C(C(C)=O)=[N+]=[N-])=O (6-(4-chlorosulfonylphenyl)-3-diazo-2,4-hexanedione), C(C)O (ethanol). The solvent is C(C)N(CC)CC (triethylamine). Yields the product [N+](=[N-])=C(C(CCC1=CC=C(C=C1)S(=O)(=O)OCC)=O)C(C)=O (ethyl 4-(4-diazo-3,5-dioxohexyl)benzenesulfonate). RXN SMILES: Cl[S:2]([C:5]1[CH:10]=[CH:9][C:8]([CH2:11][CH2:12][C:13](=[O:20])[C:14](=[N+:18]=[N-:19])[C:15](=[O:17])[CH3:16])=[CH:7][CH:6]=1)(=[O:4])=[O:3].[CH2:21]([OH:23])[CH3:22].O>C(N(CC)CC)C>[N+:18](=[C:14]([C:15](=[O:17])[CH3:16])[C:13](=[O:20])[CH2:12][CH2:11][C:8]1[CH:9]=[CH:10][C:5]([S:2]([O:23][CH2:21][CH3:22])(=[O:4])=[O:3])=[CH:6][CH:7]=1)=[N-:19]. Reported procedure: 6-(4-Chlorosulfonylphenyl)-3-diazo-2,4-hexanedione (2.0 g, 6.4 mmol) obtained in Example 3, (3) was stirred in triethylamine (1.5 ml) and ethanol (5 ml) for 16 h at room temperature, then the mixture was poured into H2O and extracted thrice with chloroform. The organic extract was washed with H2O, dried over anhydrous MgSO4 and evaporated under reduced pressure. The residue was chromatographed on silica gel (Wako Gel C-200) with chloroform as eluent to give the title compound as a pale yellow vi...